From a dataset of the Open Reaction Database (ORD), a public repository of structured organic reaction records. describe an organic reaction: reactants, conditions, products, and yield Starting materials: C(=O)(O)[O-].[Na+] (NaHCO3), N1(CCCCC1)N(C(=O)C1=NN(C(=C1O)C1=CC=C(C=C1)Cl)C1=C(C=C(C=C1)Cl)Cl)C (N-(Piperidin-1-yl)-5-(4-chlorophenyl)-1-(2,4-dichlorophenyl)-4-hydroxy-methylpyrazole-3-carboxamide), [F-].[F-].[F-].C(C)N(CC)SN(CC)CC (diethylamino sulfide trifluoride). Run in C(Cl)Cl (DCM), C(Cl)Cl (DCM). Run at temperature 0 celsius, time 1 hour. The product is N1(CCCCC1)N(C(=O)C1=NN(C(=C1F)C1=CC=C(C=C1)Cl)C1=C(C=C(C=C1)Cl)Cl)C (N-(Piperidin-1-yl)-5-(4-chlorophenyl)-1-(2,4-dichlorophenyl)-4-fluoro-methylpyrazole-3-carboxamide). Reaction SMILES: [N:1]1([N:7]([CH3:31])[C:8]([C:10]2[C:14](O)=[C:13]([C:16]3[CH:21]=[CH:20][C:19]([Cl:22])=[CH:18][CH:17]=3)[N:12]([C:23]3[CH:28]=[CH:27][C:26]([Cl:29])=[CH:25][C:24]=3[Cl:30])[N:11]=2)=[O:9])[CH2:6][CH2:5][CH2:4][CH2:3][CH2:2]1.[F-:32].[F-].[F-].C(N(SN(CC)CC)CC)C.C([O-])(O)=O.[Na+]>C(Cl)Cl>[N:1]1([N:7]([CH3:31])[C:8]([C:10]2[C:14]([F:32])=[C:13]([C:16]3[CH:21]=[CH:20][C:19]([Cl:22])=[CH:18][CH:17]=3)[N:12]([C:23]3[CH:28]=[CH:27][C:26]([Cl:29])=[CH:25][C:24]=3[Cl:30])[N:11]=2)=[O:9])[CH2:6][CH2:5][CH2:4][CH2:3][CH2:2]1 |f:1.2.3.4,5.6|. Procedure details: A solution of 600 mg of the compound of EXAMPLE 1 in 24 ml of DCM is added dropwise to a solution of 0.19 ml of diethylamino sulfide trifluoride in 24 ml of DCM at -78° C. under nitrogen. The mixture is allowed to warm up slowly to 0° C. and then stirred for one hour at 0° C. The reaction mixture is poured into saturated NaHCO3 solution and then extracted with DCM, washed with saturated NaCl solution and dried over MgSO4. The residue is chromatographed on fine silica using AcOEt/toluene (5/95 to... Starting materials: NC=1C=C(C(=O)OC)C=CC1F (methyl 3-amino-4-fluorobenzoate), C(C1=CC=CC=C1)N (benzylamine), N1C=2N(CCC1)CCCN2 (2,3,4,6,7,8-hexahydro-1H-pyrimido[1,2-a]pyrimidine), BrC=1C=CC=2N(C1)N=CC2C(=O)NC2=C(C=CC(=C2)C(NCC2=C(C=CC=C2)N2CCN(CC2)C)=O)C (6-Bromo-N-(2-methyl-5-(2-(4-methylpiperazin-1-yl)benzylcarbamoyl)phenyl)pyrazolo[1,5-a]pyridine-3-carboxamide). Yields the product NC=1C=C(C(=O)NCC2=CC=CC=C2)C=CC1F (3-Amino-N-benzyl-4-fluorobenzamide). As a reaction SMILES: [NH2:1][C:2]1[CH:3]=[C:4]([CH:9]=[CH:10][C:11]=1[F:12])[C:5]([O:7]C)=O.[CH2:13]([NH2:20])[C:14]1[CH:19]=[CH:18][CH:17]=[CH:16][CH:15]=1.N1CCCN2CCCN=C12.BrC1C=CC2N(N=CC=2C(NC2C=C(C(=O)NCC3C=CC=CC=3N3CCN(C)CC3)C=CC=2C)=O)C=1>>[NH2:1][C:2]1[CH:3]=[C:4]([CH:9]=[CH:10][C:11]=1[F:12])[C:5]([NH:20][CH2:13][C:14]1[CH:19]=[CH:18][CH:17]=[CH:16][CH:15]=1)=[O:7]. Procedure details: The title compound was prepared from methyl 3-amino-4-fluorobenzoate, benzylamine and 2,3,4,6,7,8-hexahydro-1H-pyrimido[1,2-a]pyrimidine analogously to 3-amino-4-methyl-N-(2-(4-methylpiperazin-1-yl)benzyl)benzamide (Intermediate 4A, step 1); The reagents and catalysts are [Pd] (palladium/carbon). As a reaction SMILES: [CH3:1][O:2][C:3]([C:5]1[N:6]([CH2:13][C:14]([O:16][C:17]([CH3:20])([CH3:19])[CH3:18])=[O:15])[N:7]=[C:8]([N+:10]([O-])=O)[CH:9]=1)=[O:4].[H][H]>C(OCC)(=O)C.C(O)(=O)C.[Pd]>[CH3:1][O:2][C:3]([C:5]1[N:6]([CH2:13][C:14]([O:16][C:17]([CH3:20])([CH3:19])[CH3:18])=[O:15])[N:7]=[C:8]([NH2:10])[CH:9]=1)=[O:4]. Isolated yield 97.6%. Product: COC(=O)C=1N(N=C(C1)N)CC(=O)OC(C)(C)C (5-Amino-2-tert-butoxycarbonylmethyl-2H-pyrazole-3-carboxylic acid methyl ester). The reactants are COC(=O)C=1N(N=C(C1)[N+](=O)[O-])CC(=O)OC(C)(C)C (2-tert-Butoxycarbonylmethyl-5-nitro-2H-pyrazole-3-carboxylic acid methyl ester), [H][H] (hydrogen). Reported procedure: A solution of 2-tert-Butoxycarbonylmethyl-5-nitro-2H-pyrazole-3-carboxylic acid methyl ester (3 gm) in ethyl acetate (60 ml) and acetic acid (4.5 ml) was hydrogenated at 50 psi hydrogen in the presence of 1.5 gm of 10% palladium/carbon for 3 hours. The mixture was then filtered and evaporated to obtain 2.62 gm of pure title product. ESI M+1=256. Solvent: C(C)(=O)OCC (ethyl acetate), C(C)(=O)O (acetic acid). Reactants: OC1=C(C=CCC2=CC=CC=C2)C=C2C(=C1)OCO2 (2-hydroxy-4,5-methylenedioxy-cinnamylbenzene), S(=O)(=O)(OC)OC (dimethyl sulfate), C([O-])([O-])=O.[K+].[K+] (potassium carbonate). Solvent: CC(=O)C (acetone). The product is COC1=C(C=CCC2=CC=CC=C2)C=C2C(=C1)OCO2 (2-methoxy-4,5-methylenedioxy-cinnamylbenzene). RXN SMILES: [OH:1][C:2]1[CH:16]=[C:15]2[O:17][CH2:18][O:19][C:14]2=[CH:13][C:3]=1[CH:4]=[CH:5][CH2:6][C:7]1[CH:12]=[CH:11][CH:10]=[CH:9][CH:8]=1.S(OC)(O[CH3:24])(=O)=O.C(=O)([O-])[O-].[K+].[K+]>CC(C)=O>[CH3:24][O:1][C:2]1[CH:16]=[C:15]2[O:17][CH2:18][O:19][C:14]2=[CH:13][C:3]=1[CH:4]=[CH:5][CH2:6][C:7]1[CH:8]=[CH:9][CH:10]=[CH:11][CH:12]=1 |f:2.3.4|. Procedure: Preparation of final product, 2-methoxy-4,5-methylenedioxy-cinnamylbenzene (MMCB): A mixture of 19 g. of 2-hydroxy-4,5-methylenedioxy-cinnamylbenzene, 18.9 g. of dimethyl sulfate, 30.0 g. of anhydrous potassium carbonate, and 200 ml. of acetone was refluxed for 2 hrs. The mixture was then concentrated, diluted with 1% aqueous sodium hydroxide (200 ml.), and cooled. The oil which formed was extracted with ethyl ether. The ether was removed by evaporation and the residue was distilled to give MMCB... The reactants are NC1=C2N=CN(C2=NC(=N1)I)[C@H]1[C@@H]([C@@H]([C@H](O1)C(=O)NCC)O)O ([(2S,3S,4R,5R)-5-(6-amino-2-iodopurin-9-yl)-3,4-dihydroxyoxolan-2-yl]-N-ethylcarboxamide), C(C)(=O)OCC1CCC(CC1)CC#C ((4-prop-2-ynylcyclohexyl)methyl acetate). The reagents and catalysts are [Cu]I (CuI), C=1C=CC(=CC1)[P](C=2C=CC=CC2)(C=3C=CC=CC3)[Pd]([P](C=4C=CC=CC4)(C=5C=CC=CC5)C=6C=CC=CC6)([P](C=7C=CC=CC7)(C=8C=CC=CC8)C=9C=CC=CC9)[P](C=1C=CC=CC1)(C=1C=CC=CC1)C=1C=CC=CC1 (Pd(PPh3)4). Run in TEA, CN(C)C=O (DMF). Run at temperature 60 celsius, time 72 hour. The product is C(C)(=O)OCC1CCC(CC1)CC#CC1=NC(=C2N=CN(C2=N1)[C@@H]1O[C@@H]([C@H]([C@H]1O)O)C(NCC)=O)N ([4-(3-{9[(4S,5S,2R,3R)-5-(N-ethylcarbamoyl)-3,4-dihydroxyoxolan-2-yl]-6-aminopurin-2-yl}prop-2-ynyl)cyclohexyl]methyl acetate). As a reaction SMILES: [NH2:1][C:2]1[N:10]=[C:9](I)[N:8]=[C:7]2[C:3]=1[N:4]=[CH:5][N:6]2[C@@H:12]1[O:16][C@H:15]([C:17]([NH:19][CH2:20][CH3:21])=[O:18])[C@@H:14]([OH:22])[C@H:13]1[OH:23].[C:24]([O:27][CH2:28][CH:29]1[CH2:34][CH2:33][CH:32]([CH2:35][C:36]#[CH:37])[CH2:31][CH2:30]1)(=[O:26])[CH3:25]>CN(C=O)C.[Cu]I.C1C=CC([P]([Pd]([P](C2C=CC=CC=2)(C2C=CC=CC=2)C2C=CC=CC=2)([P](C2C=CC=CC=2)(C2C=CC=CC=2)C2C=CC=CC=2)[P](C2C=CC=CC=2)(C2C=CC=CC=2)C2C=CC=CC=2)(C2C=CC=CC=2)C2C=CC=CC=2)=CC=1>[C:24]([O:27][CH2:28][CH:29]1[CH2:30][CH2:31][CH:32]([CH2:35][C:36]#[C:37][C:9]2[N:8]=[C:7]3[C:3]([N:4]=[CH:5][N:6]3[C@H:12]3[C@H:13]([OH:23])[C@H:14]([OH:22])[C@@H:15]([C:17](=[O:18])[NH:19][CH2:20][CH3:21])[O:16]3)=[C:2]([NH2:1])[N:10]=2)[CH2:33][CH2:34]1)(=[O:26])[CH3:25] |^1:48,50,69,88|. Procedure details: To a degassed solution of 125 mg (0.29 mmol) of [(2S,3S,4R,5R)-5-(6amino-2-iodopurin-9-yl)-3,4-dihydroxyoxolan-2-yl]-N-ethylcarboxamide (6.9), 150 mg (0.77 mmol) (5.6), and 1.0 mg CuI in 1.3 mL of TEA and 4 mL DMF was added 25 mg of Pd(PPh3)4. The solution was stirred for 72 h at 60° C. after which time the solution was filtered through celite and chromatographed on silica gel with MeOH-CHCl3 (5:95) to give JMR193 (10%). Starting materials: [Cr](=O)(=O)([O-])[O-].[Na+].[Na+] (sodium monochromate), C(=O)=O (carbon dioxide), Na2CrO4, C(=O)=O (carbon dioxide), C(O)(O)=O (carbonic acid). Yields the product monochromate, [Cr](=O)(=O)([O-])O[Cr](=O)(=O)[O-] (dichromate), C(O)([O-])=O.[Na+] (sodium hydrogen carbonate). RXN SMILES: C(=O)=O.[Cr:4]([O-:8])([O-:7])(=[O:6])=[O:5].[Na+:9].[Na+].[C:11](=[O:14])([OH:13])[OH:12]>>[Cr:4]([O:8][Cr:4]([O-:7])(=[O:6])=[O:5])([O-:7])(=[O:6])=[O:5].[C:11](=[O:12])([O-:14])[OH:13].[Na+:9] |f:1.2.3,6.7|. Procedure details: For acidification with carbon dioxide, the sodium monochromate solution is adjusted to a concentration of from 750 to 1,000 g/l Na2CrO4 and is saturated with carbonic acid in autoclaves by introduction of carbon dioxide under a pressure of from 0.5 to 1.5 MPa (5 to 15 bar). 75 to 95% conversion of monochromate ions into dichromate ions is obtained with precipitation of sodium hydrogen carbonate. The remaining conversion to 100% can be obtained by introduction of carbon dioxide in another stage a... Starting materials: C1CCOC1, [H-], N#Cc1c(N)cccc1F, [Na+], OC1CCCCC1. Product: N#Cc1c(N)cccc1OC1CCCCC1. As a reaction SMILES: [CH2:20]1[O:21][CH2:22][CH2:23][CH2:24]1.[H-:9].[NH2:10][c:11]1[c:12]([C:13]#[N:14])[c:15]([F:19])[cH:16][cH:17][cH:18]1.[Na+:8].[OH:1][CH:2]1[CH2:3][CH2:4][CH2:5][CH2:6][CH2:7]1>>[O:1]([CH:2]1[CH2:3][CH2:4][CH2:5][CH2:6][CH2:7]1)[c:15]1[c:12]([C:13]#[N:14])[c:11]([NH2:10])[cH:18][cH:17][cH:16]1.